From a dataset of the Open Reaction Database (ORD), a public repository of structured organic reaction records. describe an organic reaction: reactants, conditions, products, and yield Reactants: CN1CCC(=CC1)C1=CNC2=CC=C(C=C12)C(F)(F)F (3-(1-methyl-1,2,3,6-tetrahydro-4-pyridinyl)-5-trifluoromethyl-1H-indole), Cl (HCl), C(C)(C)(C)C1=CC=C(C=C1)S(=O)(=O)Cl (4-t-butylphenylsulfonyl chloride), Cl (HCl). Yields the product Cl.C(C)(C)(C)C1=CC=C(C=C1)S(=O)(=O)N1C=C(C2=CC(=CC=C12)C(F)(F)F)C=1CCN(CC1)C (1-(4-t-Butylphenylsulfonyl)-3-(1-methyl-1,2,3,6-tetrahydro-4-pyridinyl)-5-trifluoromethylindole hydrochloride). Reaction SMILES: [CH3:1][N:2]1[CH2:7][CH:6]=[C:5]([C:8]2[C:16]3[C:11](=[CH:12][CH:13]=[C:14]([C:17]([F:20])([F:19])[F:18])[CH:15]=3)[NH:10][CH:9]=2)[CH2:4][CH2:3]1.[C:21]([C:25]1[CH:30]=[CH:29][C:28]([S:31]([Cl:34])(=[O:33])=[O:32])=[CH:27][CH:26]=1)([CH3:24])([CH3:23])[CH3:22].Cl>>[ClH:34].[C:21]([C:25]1[CH:30]=[CH:29][C:28]([S:31]([N:10]2[C:11]3[C:16](=[CH:15][C:14]([C:17]([F:20])([F:18])[F:19])=[CH:13][CH:12]=3)[C:8]([C:5]3[CH2:4][CH2:3][N:2]([CH3:1])[CH2:7][CH:6]=3)=[CH:9]2)(=[O:33])=[O:32])=[CH:27][CH:26]=1)([CH3:24])([CH3:22])[CH3:23] |f:3.4|. Procedure: (8.7 mg, 24%); from 3-(1-methyl-1,2,3,6-tetrahydro-4-pyridinyl)-5-trifluoromethyl-1H-indole (Example 4i, 20 mg, 0.071 mmol) and 4-t-butylphenylsulfonyl chloride (24.9 mg, 0.11 mmol). HRMS-FAB+ for C25H27N2O2SF3.HCl, calculated MH+ (--HCl): 477.18237; found: 477.18134.